From a dataset of the Open Reaction Database (ORD), a public repository of structured organic reaction records. describe an organic reaction: reactants, conditions, products, and yield The reactants are C1CCOC1, COC(=O)CCC1CCN(C(=O)OC(C)(C)C)CC1, C[Si](C)(C)[N-][Si](C)(C)C, Cl, CI, [Na+]. The product is COC(=O)C(C)CC1CCN(C(=O)OC(C)(C)C)CC1. Reaction SMILES: [CH2:33]1[O:34][CH2:35][CH2:36][CH2:37]1.[CH3:11][O:12][C:13]([CH2:14][CH2:15][CH:16]1[CH2:17][CH2:18][N:19]([C:22](=[O:23])[O:24][C:25]([CH3:26])([CH3:27])[CH3:28])[CH2:20][CH2:21]1)=[O:29].[CH3:1][Si:2]([N-:3][Si:4]([CH3:5])([CH3:6])[CH3:7])([CH3:8])[CH3:9].[ClH:32].[I:30][CH3:31].[Na+:10]>>[CH3:11][O:12][C:13]([CH:14]([CH2:15][CH:16]1[CH2:17][CH2:18][N:19]([C:22](=[O:23])[O:24][C:25]([CH3:26])([CH3:27])[CH3:28])[CH2:20][CH2:21]1)[CH3:31])=[O:29]. Starting materials: C1CCOC1, C1COCCN1, O=C1CCC(=O)O1. Yields the product O=C(O)CCC(=O)N1CCOCC1. As a reaction SMILES: [CH2:14]1[O:15][CH2:16][CH2:17][CH2:18]1.[CH2:8]1[CH2:9][O:10][CH2:11][CH2:12][NH:13]1.[O:1]=[C:2]1[CH2:3][CH2:4][C:5](=[O:6])[O:7]1>>[O:1]=[C:2]([CH2:3][CH2:4][C:5](=[O:6])[OH:7])[N:13]1[CH2:8][CH2:9][O:10][CH2:11][CH2:12]1.